This data is from the Open Reaction Database (ORD), a public repository of structured organic reaction records. The task is: describe an organic reaction: reactants, conditions, products, and yield Reactants: CN(C)c1cccc(N)c1, Cc1cc(Cl)nc(-c2ccccn2)n1. Product: Cc1cc(Nc2cccc(N(C)C)c2)nc(-c2ccccn2)n1. RXN SMILES: [CH3:15][N:16]([c:17]1[cH:18][c:19]([NH2:23])[cH:20][cH:21][cH:22]1)[CH3:24].[Cl:1][c:2]1[n:3][c:4](-[c:9]2[n:10][cH:11][cH:12][cH:13][cH:14]2)[n:5][c:6]([CH3:8])[cH:7]1>>[c:2]1([NH:23][c:19]2[cH:18][c:17]([N:16]([CH3:15])[CH3:24])[cH:22][cH:21][cH:20]2)[n:3][c:4](-[c:9]2[n:10][cH:11][cH:12][cH:13][cH:14]2)[n:5][c:6]([CH3:8])[cH:7]1.